Dataset: the Open Reaction Database (ORD), a public repository of structured organic reaction records. Task: describe an organic reaction: reactants, conditions, products, and yield The reactants are S(O)(O)(=O)=O (sulfuric acid), COC1CN(S(C2=C1C=C(S2)S(=O)(=O)N)(=O)=O)C (3,4-Dihydro-4-methoxy-2-methyl-2H-thieno[3,2-e]-1,2-thiazine-6-sulfonamide 1,1-dioxide), C(C)#N (acetonitrile). Reaction conditions: time 2.5 day. Yields the product C(C)(=O)NC1CN(S(C2=C1C=C(S2)S(=O)(=O)N)(=O)=O)C (4-Acetylamino-3,4 -dihydro-2-methyl-2H-thieno[3,2-e]-1,2-thiazine-6-sulfonamide 1,1-dioxide). As a reaction SMILES: S(=O)(=O)(O)[OH:2].CO[CH:8]1[C:13]2[CH:14]=[C:15]([S:17]([NH2:20])(=[O:19])=[O:18])[S:16][C:12]=2[S:11](=[O:22])(=[O:21])[N:10]([CH3:23])[CH2:9]1.[C:24](#[N:26])[CH3:25]>>[C:24]([NH:26][CH:8]1[C:13]2[CH:14]=[C:15]([S:17]([NH2:20])(=[O:18])=[O:19])[S:16][C:12]=2[S:11](=[O:21])(=[O:22])[N:10]([CH3:23])[CH2:9]1)(=[O:2])[CH3:25]. Procedure: To sulfuric acid (5.0 g) cooled to 0° C. was added the product from Step E (1.10 g, 3.81 mmol) dissolved in acetonitrile (35 mL) dropwise over 10 min. The mixture was stirred at ambient temperature for 2.5 days and quenched by the addition of ice and ammonium hydroxide to adjust the pH to 10. The acetonitrile was evaporated and the white precipitate was filtered and dried to give 0.41 g of the desired product. The filtrate was extracted with ethyl acetate. Evaporation to dryness gave an addition... RXN SMILES: [C:1]([O:5][C:6](=[O:39])[N:7]([C@H:9]([C:11](=[O:38])[NH:12][C@@H:13]([CH:32]1[CH2:37][CH2:36][CH2:35][CH2:34][CH2:33]1)[C:14]([N:16]1[CH2:20][C@@H:19]([NH2:21])[CH2:18][C@H:17]1[C:22](=[O:31])[NH:23][CH2:24][C:25]1[CH:30]=[CH:29][CH:28]=[CH:27][CH:26]=1)=[O:15])[CH3:10])[CH3:8])([CH3:4])([CH3:3])[CH3:2].[C:40](OC(N(C)[C@@H](C)C(N[C@@H](C1CCCCC1)C(N1C[C@@H](NC(OCC2C3C=CC=CC=3C3C2=CC=CC=3)=O)C[C@H]1C(O)=O)=O)=O)=O)(C)([CH3:42])[CH3:41].[C@@H]1(N)C2C(=CC=CC=2)CCC1>>[C:1]([O:5][C:6](=[O:39])[N:7]([C@H:9]([C:11](=[O:38])[NH:12][C@@H:13]([CH:32]1[CH2:33][CH2:34][CH2:35][CH2:36][CH2:37]1)[C:14]([N:16]1[CH2:20][C@@H:19]([NH2:21])[CH2:18][C@H:17]1[C:22](=[O:31])[NH:23][C@@H:24]1[C:25]2[C:30](=[CH:29][CH:28]=[CH:27][CH:26]=2)[CH2:42][CH2:40][CH2:41]1)=[O:15])[CH3:10])[CH3:8])([CH3:2])([CH3:3])[CH3:4]. Procedure details: In a similar manner to that described for {(S)-1-[(S)-2-((2S,4S)-4-amino-2-benzylcarbamoyl-pyrrolidin-1-yl)-1-cyclohexyl-2-oxo-ethylcarbamoyl]-ethyl}-methyl-carbamic acid tert-butyl ester (Intermediate 28), (2S,4S)-1-{(S)-2-[(S)-2-(tert-butoxycarbonyl-methyl-amino)-propionylamino]-2-cyclohexyl-acetyl}-4-(9H-fluoren-9-ylmethoxycarbonylamino)-pyrrolidine-2-carboxylic acid (Intermediate 27) (150 mg, 0.22 mmol) and (S)-(1,2,3,4-tetrahydro-naphthalen-1-yl)amine (Aldrich) (33 mg, 0.22 mmol) were conve... Reactants: C(C)(C)(C)OC(N(C)[C@@H](C)C(N[C@H](C(=O)N1[C@@H](C[C@@H](C1)N)C(NCC1=CC=CC=C1)=O)C1CCCCC1)=O)=O ({(S)-1-[(S)-2-((2S,4S)-4-amino-2-benzylcarbamoyl-pyrrolidin-1-yl)-1-cyclohexyl-2-oxo-ethylcarbamoyl]-ethyl}-methyl-carbamic acid tert-butyl ester), C(C)(C)(C)OC(=O)N([C@H](C(=O)N[C@H](C(=O)N1[C@@H](C[C@@H](C1)NC(=O)OCC1C2=CC=CC=C2C=2C=CC=CC12)C(=O)O)C1CCCCC1)C)C ((2S,4S)-1-{(S)-2-[(S)-2-(tert-butoxycarbonyl-methyl-amino)-propionylamino]-2-cyclohexyl-acetyl}-4-(9H-fluoren-9-ylmethoxycarbonylamino)-pyrrolidine-2-carboxylic acid), [C@@H]1(CCCC2=CC=CC=C12)N ((S)-(1,2,3,4-tetrahydro-naphthalen-1-yl)amine), C(C)(C)(C)OC(N(C)[C@@H](C)C(N[C@H](C(=O)N1[C@@H](C[C@@H](C1)N)C(NCC1=CC=CC=C1)=O)C1CCCCC1)=O)=O ({(S)-1-[(S)-2-((2S,4S)-4-amino-2-benzylcarbamoyl-pyrrolidin-1-yl)-1-cyclohexyl-2-oxo-ethylcarbamoyl]-ethyl}-methyl-carbamic acid tert-butyl ester), C(C)(C)(C)OC(=O)N([C@H](C(=O)N[C@H](C(=O)N1[C@@H](C[C@@H](C1)NC(=O)OCC1C2=CC=CC=C2C=2C=CC=CC12)C(=O)O)C1CCCCC1)C)C ((2S,4S)-1-{(S)-2-[(S)-2-(tert-butoxycarbonyl-methyl-amino)-propionylamino]-2-cyclohexyl-acetyl}-4-(9H-fluoren-9-ylmethoxycarbonylamino)-pyrrolidine-2-carboxylic acid). The product is C(C)(C)(C)OC(N(C)[C@@H](C)C(N[C@H](C(=O)N1[C@@H](C[C@@H](C1)N)C(N[C@H]1CCCC2=CC=CC=C12)=O)C1CCCCC1)=O)=O ([(S)-1-((S)-2-{(2S,4S)-4-Amino-2-[(S)-(1,2,3,4-tetrahydro-naphthalen-1-yl)carbamoyl]-pyrrolidin-1-yl}-1-cyclohexyl-2-oxo-ethylcarbamoyl)-ethyl]-methyl-carbamic acid tert-butyl ester). Starting materials: CC(=O)O, [BH3-]C#N, C1CCOC1, CNC, CO, COc1cc(N2CCN(C(=O)Cn3nc(C(F)(F)F)c(Cl)c3C)CC2)c(C=O)cc1Cl, [Na+]. The product is COc1cc(N2CCN(C(=O)Cn3nc(C(F)(F)F)c(Cl)c3C)CC2)c(CN(C)C)cc1Cl. Reaction SMILES: [C:32]([OH:33])(=[O:34])[CH3:35].[C:39]([BH3-:40])#[N:41].[CH2:45]1[O:46][CH2:47][CH2:48][CH2:49]1.[CH3:36][NH:37][CH3:38].[CH3:43][OH:44].[Cl:1][c:2]1[c:3]([O:30][CH3:31])[cH:4][c:5]([N:10]2[CH2:11][CH2:12][N:13]([C:16]([CH2:17][n:18]3[n:19][c:20]([C:25]([F:26])([F:27])[F:28])[c:21]([Cl:24])[c:22]3[CH3:23])=[O:29])[CH2:14][CH2:15]2)[c:6]([CH:7]=[O:8])[cH:9]1.[Na+:42]>>[Cl:1][c:2]1[c:3]([O:30][CH3:31])[cH:4][c:5]([N:10]2[CH2:11][CH2:12][N:13]([C:16]([CH2:17][n:18]3[n:19][c:20]([C:25]([F:26])([F:27])[F:28])[c:21]([Cl:24])[c:22]3[CH3:23])=[O:29])[CH2:14][CH2:15]2)[c:6]([CH2:7][N:37]([CH3:36])[CH3:38])[cH:9]1. Starting materials: O=C(Cl)C1CCC1, Clc1ccccc1CBr, O=C(Cl)c1ccc(F)cc1, Fc1ccccc1CBr. Product: O=C(Cc1ccccc1Cl)c1ccc(F)cc1. RXN SMILES: [CH:29]1([C:30]([Cl:31])=[O:32])[CH2:33][CH2:34][CH2:35]1.[Cl:1][c:2]1[c:3]([CH2:4][Br:5])[cH:6][cH:7][cH:8][cH:9]1.[F:10][c:11]1[cH:12][cH:13][c:14]([C:15](=[O:16])[Cl:17])[cH:18][cH:19]1.[F:20][c:21]1[cH:22][cH:23][cH:24][cH:25][c:26]1[CH2:27][Br:28]>>[Cl:1][c:2]1[c:3]([CH2:4][C:15]([c:14]2[cH:13][cH:12][c:11]([F:10])[cH:19][cH:18]2)=[O:16])[cH:6][cH:7][cH:8][cH:9]1. Reactants: c1ccc(COc2ccc3cc[nH]c3c2)cc1, CCCC[N+](CCCC)(CCCC)CCCC, Cc1ccccc1, COS(=O)(=O)[O-], O, O=S(=O)([O-])O. The product is Cn1ccc2ccc(OCc3ccccc3)cc21. RXN SMILES: [CH2:14]([c:15]1[cH:16][cH:17][cH:18][cH:19][cH:20]1)[O:21][c:22]1[cH:23][cH:24][c:25]2[cH:26][cH:27][nH:28][c:29]2[cH:30]1.[CH2:37]([N+:38]([CH2:39][CH2:40][CH2:41][CH3:42])([CH2:43][CH2:44][CH2:45][CH3:46])[CH2:47][CH2:48][CH2:49][CH3:50])[CH2:51][CH2:52][CH3:53].[CH3:1][c:2]1[cH:3][cH:4][cH:5][cH:6][cH:7]1.[CH3:8][O:9][S:10]([O-:11])(=[O:12])=[O:13].[OH2:31].[S:32]([O-:33])([OH:34])(=[O:35])=[O:36]>>[CH3:1][n:28]1[cH:27][cH:26][c:25]2[cH:24][cH:23][c:22]([O:21][CH2:14][c:15]3[cH:16][cH:17][cH:18][cH:19][cH:20]3)[cH:30][c:29]21. Reactants: C(CCC)[SnH](CCCC)CCCC (tri-n-butyltin hydride), N(=NC(C#N)(C)C)C(C#N)(C)C (2,2′-azobisisobutyronitrile), C(CCC)[SnH](CCCC)CCCC (tri-n-butyltin hydride), C1(CC1)C=1OC=2C(N1)=C(C(=C(C2[C@@H]2C[C@@H]([C@H](C2)I)O)C2=CC=CC=C2)C)C#N (2-Cyclopropyl-7-[(1R*,3S*,4S*)-3-hydroxy-4-iodocyclopentyl]-5-methyl-6-phenyl-1,3-benzoxazole-4-carbonitrile). Run in C1(=CC=CC=C1)C (toluene). Yields the product C1(CC1)C=1OC=2C(N1)=C(C(=C(C2[C@@H]2C[C@@H](CC2)O)C2=CC=CC=C2)C)C#N (2-Cyclopropyl-7-[(1S*,3R*)-3-hydroxycyclopentyl]-5-methyl-6-phenyl-1,3-benzoxazole-4-carbonitrile). Isolated yield 0.1%. RXN SMILES: [CH:1]1([C:4]2[O:5][C:6]3[C:7](=[C:9]([C:27]#[N:28])[C:10]([CH3:26])=[C:11]([C:20]4[CH:25]=[CH:24][CH:23]=[CH:22][CH:21]=4)[C:12]=3[C@H:13]3[CH2:17][C@H:16](I)[C@@H:15]([OH:19])[CH2:14]3)[N:8]=2)[CH2:3][CH2:2]1.N(C(C)(C)C#N)=NC(C)(C)C#N.C([SnH](CCCC)CCCC)CCC>C1(C)C=CC=CC=1>[CH:1]1([C:4]2[O:5][C:6]3[C:7](=[C:9]([C:27]#[N:28])[C:10]([CH3:26])=[C:11]([C:20]4[CH:25]=[CH:24][CH:23]=[CH:22][CH:21]=4)[C:12]=3[C@H:13]3[CH2:17][CH2:16][C@@H:15]([OH:19])[CH2:14]3)[N:8]=2)[CH2:2][CH2:3]1. Reported procedure: 2-Cyclopropyl-7-[(1R*,3S*,4S*)-3-hydroxy-4-iodocyclopentyl]-5-methyl-6-phenyl-1,3-benzoxazole-4-carbonitrile (I-301) (240 mg, 0.50 mol) was dissolved in toluene (4.8 ml), then at room temperature, 2,2′-azobisisobutyronitrile (8 mg, 0.05 mmol) and tri-n-butyltin hydride (180 μl, 0.64 mmol) were added. The solution was heated under reflux under nitrogen atmosphere for 3 hours. Monitoring the reaction by TLC showed the remaining starting material, and the solution was cooled to room temperature and...